Dataset: the Open Reaction Database (ORD), a public repository of structured organic reaction records. Task: describe an organic reaction: reactants, conditions, products, and yield As a reaction SMILES: O[CH:2]([C:7]1[CH:12]=[CH:11][CH:10]=[CH:9][CH:8]=1)[CH2:3][CH2:4][NH:5][CH3:6].Cl.S(Cl)([Cl:16])=O>C(Cl)(Cl)Cl>[Cl:16][CH:2]([C:7]1[CH:12]=[CH:11][CH:10]=[CH:9][CH:8]=1)[CH2:3][CH2:4][NH:5][CH3:6]. Procedure: To a cooled suspension of 20 g of γ-hydroxy-N-methylphenylpropylamine.HCl in chloroform are added dropwise 30 ml of thionylchloride. The mixture is subsequently stirred at room temperature till all solid substance has been dissolved. The solvent chloroform and the excess of thionylchloride are distilled off after which the residue is washed with ether and then made alkaline (pH=8) with a sodiumcarbonate solution (10%). The alkaline solution is subsequently extracted with ether and the ether extr... Reactants: OC(CCNC)C1=CC=CC=C1 (γ-hydroxy-N-methylphenylpropylamine), Cl (HCl), S(=O)(Cl)Cl (thionylchloride). The product is ClC(CCNC)C1=CC=CC=C1 (γ-chloro-N-methyl-phenylpropylamine). Solvent: C(Cl)(Cl)Cl (chloroform). RXN SMILES: [CH2:15]([Li:16])[CH2:17][CH2:18][CH3:19].[CH2:45]([I:46])[CH3:47].[CH3:9][CH2:10][CH2:11][CH2:12][CH2:13][CH3:14].[CH:1]([CH3:2])([N-:3][CH:4]([CH3:5])[CH3:6])[CH3:7].[CH:20]([NH:21][CH:22]([CH3:23])[CH3:24])([CH3:25])[CH3:26].[Cl:27][c:28]1[cH:29][cH:30][c:31]([C:32](=[O:33])[c:34]2[cH:35][cH:36][c:37]([CH2:40][S:41][CH3:42])[cH:38][cH:39]2)[cH:43][cH:44]1.[Li+:8].[O:48]1[CH2:49][CH2:50][CH2:51][CH2:52]1>>[CH2:1]([CH3:2])[CH:40]([c:37]1[cH:36][cH:35][c:34]([C:32]([c:31]2[cH:30][cH:29][c:28]([Cl:27])[cH:44][cH:43]2)=[O:33])[cH:39][cH:38]1)[S:41][CH3:42]. Yields the product CCC(SC)c1ccc(C(=O)c2ccc(Cl)cc2)cc1. Starting materials: [Li]CCCC, CCI, CCCCCC, CC(C)[N-]C(C)C, CC(C)NC(C)C, CSCc1ccc(C(=O)c2ccc(Cl)cc2)cc1, [Li+], C1CCOC1. The reactants are CN(C=O)C (N,N-dimethylformamide), C(CCC)[Li] (Butyllithium), C1CCCCC1 (cyclohexane), BrC1=C(C(=CC=C1)F)NC(C(C)(C)C)=O (N-(2-Bromo-6-fluorophenyl)pivalamide). The solvent is O1CCCC1 (tetrahydrofuran), O1CCCC1 (tetrahydrofuran). Run at temperature -78 celsius, time 30 minute. The product is FC1=C(C(=CC=C1)C=O)NC(C(C)(C)C)=O (N-(2-Fluoro-6-formylphenyl)pivalamide). The yield is 80.0%. Reaction SMILES: Br[C:2]1[CH:7]=[CH:6][CH:5]=[C:4]([F:8])[C:3]=1[NH:9][C:10](=[O:15])[C:11]([CH3:14])([CH3:13])[CH3:12].C([Li])CCC.C1CCCCC1.CN(C)[CH:29]=[O:30]>O1CCCC1>[F:8][C:4]1[CH:5]=[CH:6][CH:7]=[C:2]([CH:29]=[O:30])[C:3]=1[NH:9][C:10](=[O:15])[C:11]([CH3:14])([CH3:13])[CH3:12]. Procedure details: N-(2-Bromo-6-fluorophenyl)pivalamide (25.5 mmol, 7.0 g) was dissolved in tetrahydrofuran (200 mL). Mixture was cooled to −78° C. 2M Butyllithium in cyclohexane (62.0 mmol, 31.0 mL) was added to the mixture drop-wise. Reaction mixture was held at −78° C. for 30 minutes. A solution of N,N-dimethylformamide (129 mmol, 10.0 mL) in tetrahydrofuran (30 mL) was added to the reaction mixture drop-wise. Reaction was held at −78° C. for 30 minutes. Reaction was quenched with aqueous ammonium chloride then... The reactants are FC(S(=O)(=O)NCCCN1CC2=CN=C3C=CC=C(C1)N32)(F)F (4,5-dihydro-4-(3-trifluoromethanesulfonamidopropan-1-yl)-3H-1,4,8b-triazaacenaphthylene), Cl (HCl). Run in C(C)O (ethanol). The product is Cl.Cl.FC(S(=O)(=O)NCCCN1CC2=CN=C3C=CC=C(C1)N32)(F)F (4,5-dihydro-4-(3-trifluoromethane sulfonamidopropan-1-yl)-3H-1,4,8b-triazaacenaphthylene-dihydrochloride). The yield is 83.4%. RXN SMILES: [F:1][C:2]([F:23])([F:22])[S:3]([NH:6][CH2:7][CH2:8][CH2:9][N:10]1[CH2:20][C:19]2[N:21]3[C:12](=[CH:13][N:14]=[C:15]3[CH:16]=[CH:17][CH:18]=2)[CH2:11]1)(=[O:5])=[O:4].[ClH:24]>C(O)C>[ClH:24].[ClH:24].[F:22][C:2]([F:1])([F:23])[S:3]([NH:6][CH2:7][CH2:8][CH2:9][N:10]1[CH2:20][C:19]2[N:21]3[C:12](=[CH:13][N:14]=[C:15]3[CH:16]=[CH:17][CH:18]=2)[CH2:11]1)(=[O:4])=[O:5] |f:3.4.5|. Reported procedure: To a solution of 248 mg (0.72 mmol) of 4,5-dihydro-4-(3-trifluoromethanesulfonamidopropan-1-yl)-3H-1,4,8b-triazaacenaphthylene in 5.0 ml of ethanol was added 0.18 ml (2.16 mmol) of 12N HCl. The mixture was stirred, and concentrated under reduced pressure. resulting precipitates were washed with a small volume of ethanol and ether to afford 253 mg of the desired compound (84.2%, a white solid).